From a dataset of the Open Reaction Database (ORD), a public repository of structured organic reaction records. describe an organic reaction: reactants, conditions, products, and yield The reactants are FC=1C(=NC(=NC1)O)N=CN(C)C (N′-(5-fluoro-2-hydroxy-pyrimidin-4-yl)-N,N-dimethylformamidine), C(C1=CC=CC=C1)N=C=O (benzyl isocyanate). Solvent: C(Cl)Cl (CH2Cl2), C(Cl)Cl (CH2Cl2). Reaction conditions: time 8 hour. The product is C(C1=CC=CC=C1)NC(=O)N1C(N=C(C(=C1)F)/N=C/N(C)C)=O ((E)-N-benzyl-4-((dimethylamino)methyleneamino)-5-fluoro-2-oxopyrimidine-1(2H)-carboxamide). The yield is 62.6%. As a reaction SMILES: [F:1][C:2]1[C:3]([N:9]=[CH:10][N:11]([CH3:13])[CH3:12])=[N:4][C:5]([OH:8])=[N:6][CH:7]=1.[CH2:14]([N:21]=[C:22]=[O:23])[C:15]1[CH:20]=[CH:19][CH:18]=[CH:17][CH:16]=1>C(Cl)Cl>[CH2:14]([NH:21][C:22]([N:6]1[CH:7]=[C:2]([F:1])[C:3](/[N:9]=[CH:10]/[N:11]([CH3:13])[CH3:12])=[N:4][C:5]1=[O:8])=[O:23])[C:15]1[CH:20]=[CH:19][CH:18]=[CH:17][CH:16]=1. Procedure details: To a suspension of N′-(5-fluoro-2-hydroxy-pyrimidin-4-yl)-N,N-dimethylformamidine (0.25 g, 1.35 mmol) in CH2Cl2 (5 mL) was added benzyl isocyanate (0.187 mL, 1.49 mmol) forming a solution that was stirred at room temperature overnight. The mixture was diluted with CH2Cl2 (100 mL) and was washed with brine (2×50 mL). The combined aqueous layers were extracted with CH2Cl2 (2×25 mL). The organic extracts were dried over sodium sulfate (Na2SO4), filtered and concentrated. The residue was purified by... Reactants: COC(C1=NC=2NCCCC2C=C1CN1C(CN(CC1)C)=O)OC (1-((2-(dimethoxymethyl)-5,6,7,8-tetrahydro-1,8-naphthyridin-3-yl)methyl)-4-methylpiperazin-2-one), COC(C1=NC=2NCCCC2C=C1CN1C(CN(CC1)C)=O)OC (1-((2-(dimethoxymethyl)-5,6,7,8-tetrahydro-1,8-naphthyridin-3-yl)methyl)-4-methylpiperazin-2-one), C1(=CC=CC=C1)OC(NC1=NC=C(C(=C1)OC(C)C)C#N)=O (phenyl(5-cyano-4-isopropoxypyridin-2-yl)carbamate), C1(=CC=CC=C1)OC(NC1=NC=C(C(=C1)OC(C)C)C#N)=O (phenyl(5-cyano-4-isopropoxypyridin-2-yl)carbamate). Reagents/catalysts: CN(C)C=1C=CN=CC1 (DMAP). Solvent: C(C)#N (acetonitrile). The product is C(#N)C=1C(=CC(=NC1)NC(=O)N1CCCC2=CC(=C(N=C12)C(OC)OC)CN1C(CN(CC1)C)=O)OC(C)C (N-(5-cyano-4-isopropoxypyridin-2-yl)-7-(dimethoxymethyl)-6-((4-methyl-2-oxopiperazin-1-yl)methyl)-3,4-dihydro-1,8-naphthyridine-1(2H)-carboxamide). RXN SMILES: [CH3:1][O:2][CH:3]([O:23][CH3:24])[C:4]1[C:13]([CH2:14][N:15]2[CH2:20][CH2:19][N:18]([CH3:21])[CH2:17][C:16]2=[O:22])=[CH:12][C:11]2[CH2:10][CH2:9][CH2:8][NH:7][C:6]=2[N:5]=1.C1([O:31][C:32](=O)[NH:33][C:34]2[CH:39]=[C:38]([O:40][CH:41]([CH3:43])[CH3:42])[C:37]([C:44]#[N:45])=[CH:36][N:35]=2)C=CC=CC=1>CN(C1C=CN=CC=1)C.C(#N)C>[C:44]([C:37]1[C:38]([O:40][CH:41]([CH3:43])[CH3:42])=[CH:39][C:34]([NH:33][C:32]([N:7]2[C:6]3[C:11](=[CH:12][C:13]([CH2:14][N:15]4[CH2:20][CH2:19][N:18]([CH3:21])[CH2:17][C:16]4=[O:22])=[C:4]([CH:3]([O:23][CH3:24])[O:2][CH3:1])[N:5]=3)[CH2:10][CH2:9][CH2:8]2)=[O:31])=[N:35][CH:36]=1)#[N:45]. Reported procedure: A mixture of 1-((2-(dimethoxymethyl)-5,6,7,8-tetrahydro-1,8-naphthyridin-3-yl)methyl)-4-methylpiperazin-2-one (intermediate 81, 268 mg, 0.641 mmol), phenyl(5-cyano-4-isopropoxypyridin-2-yl)carbamate (intermediate 96, 834 mg, 1.122 mmol) and DMAP (7.83 mg, 0.064 mmol) in acetonitrile (2.6 ml) was heated at reflux for 3.5 h. The reaction mixture was evaporated and applied to a 24 g RediSep silica column as a DCM solution and purified by normal phase chromatography, eluting with a gradient from DCM... The reactants are CC(=O)O (HOAc), C(#N)C=1N=CC(=NC1NC=1C=C2CCC(NC2=CC1)=O)N[C@@H](C(=O)N)CC ((R)-2-(5-cyano-6-(2-oxo-1,2,3,4-tetrahydroquinolin-6-ylamino)pyrazin-2-ylamino)butanamide), [OH-].[Na+] (NaOH), OO (H2O2). Solvent: CCO (EtOH), CS(=O)C (DMSO). Reaction conditions: time 15 minute. Product: NC([C@@H](CC)NC=1N=C(C(=NC1)C(=O)N)NC=1C=C2CCC(NC2=CC1)=O)=O ((R)-5-(1-amino-1-oxobutan-2-ylamino)-3-(2-oxo-1,2,3,4-tetrahydroquinolin-6-ylamino)pyrazine-2-carboxamide). Reaction SMILES: [C:1]([C:3]1[N:4]=[CH:5][C:6]([NH:21][C@H:22]([CH2:26][CH3:27])[C:23]([NH2:25])=[O:24])=[N:7][C:8]=1[NH:9][C:10]1[CH:11]=[C:12]2[C:17](=[CH:18][CH:19]=1)[NH:16][C:15](=[O:20])[CH2:14][CH2:13]2)#[N:2].[OH-].[Na+].OO.CC(O)=[O:34]>CCO.CS(C)=O>[NH2:25][C:23](=[O:24])[C@H:22]([NH:21][C:6]1[N:7]=[C:8]([NH:9][C:10]2[CH:11]=[C:12]3[C:17](=[CH:18][CH:19]=2)[NH:16][C:15](=[O:20])[CH2:14][CH2:13]3)[C:3]([C:1]([NH2:2])=[O:34])=[N:4][CH:5]=1)[CH2:26][CH3:27] |f:1.2|. Procedure details: The compound (R)-2-(5-cyano-6-(2-oxo-1,2,3,4-tetrahydroquinolin-6-ylamino)pyrazin-2-ylamino)butanamide (72 mg, 0.197 mmol) was dissolved in EtOH (2 mL) and DMSO (1 mL), aq. 1N NaOH (1.0 mL) and aq. H2O2 (30%, 1.0 mL) were added. The mixture was stirred at room temperature for 15 min. HOAc (0.1 mL) was added. The mixture was then concentrated in vacuo. The residue was purified by HPLC to give the titled compound (48 mg). MS 384.3 (M+H); UV 207.8, 308.9 nm; t 0.465 min. Starting materials: CC(=O)O, CCO, NNc1ccc([N+](=O)[O-])cn1, O=Cc1ncc[nH]1. Product: O=[N+]([O-])c1ccc(NN=Cc2ncc[nH]2)nc1. As a reaction SMILES: [CH3:19][C:20](=[O:21])[OH:22].[CH3:23][CH2:24][OH:25].[N+:1](=[O:2])([O-:3])[c:4]1[cH:5][cH:6][c:7]([NH:10][NH2:11])[n:8][cH:9]1.[nH:12]1[c:13]([CH:17]=[O:18])[n:14][cH:15][cH:16]1>>[N+:1](=[O:2])([O-:3])[c:4]1[cH:5][cH:6][c:7]([NH:10][N:11]=[CH:17][c:13]2[nH:12][cH:16][cH:15][n:14]2)[n:8][cH:9]1. Starting materials: BrBr (Br2), C(C)(=O)N1CC(C2=C(C=C(C=C12)C)C)CCC(=O)OCC (1-Acetyl-3-(2-ethoxycarbonylethyl)-4,6-dimethylindoline), ice water. Run in CC(=O)O (AcOH). Conditions: time 30 minute. Product: C(C)(=O)N1CC(C2=C(C(=C(C=C12)C)Br)C)CCC(=O)OCC (1-acetyl-5-bromo-3-(2-ethoxycarbonylethyl)-4,6-dimethylindoline). Reaction SMILES: [C:1]([N:4]1[C:12]2[C:7](=[C:8]([CH3:14])[CH:9]=[C:10]([CH3:13])[CH:11]=2)[CH:6]([CH2:15][CH2:16][C:17]([O:19][CH2:20][CH3:21])=[O:18])[CH2:5]1)(=[O:3])[CH3:2].[Br:22]Br>CC(O)=O>[C:1]([N:4]1[C:12]2[C:7](=[C:8]([CH3:14])[C:9]([Br:22])=[C:10]([CH3:13])[CH:11]=2)[CH:6]([CH2:15][CH2:16][C:17]([O:19][CH2:20][CH3:21])=[O:18])[CH2:5]1)(=[O:3])[CH3:2]. Reported procedure: 1-Acetyl-3-(2-ethoxycarbonylethyl)-4,6-dimethylindoline (3.3 g) was dissolved in AcOH (30 ml) and Br2 (0.93 ml) was added, which was followed by stirring for 30 min. The reaction mixture was poured into ice water and precipitated crude crystals were collected by filtration. The obtained crystals were dissolved in CHCl3 (100 ml). After washing with water, the mixture was dried over anhydrous sodium sulfate. CHCl3 was evaporated under reduced pressure. The residue was purified by silica gel column... Starting materials: C1=C(N=C2N1C1=CC=CC=C1C=C2)C(=O)OCC (ethyl imidazo-[1,2-a]-quinoline-2-carboxylate), [OH-].[Na+] (sodium hydroxide), Cl (hydrochloric acid). Run in C(C)O (ethanol), O (water). The product is C1=C(N=C2N1C1=CC=CC=C1C=C2)C(=O)O (imidazo-[1,2-a]-quinoline-2-carboxylic acid), hydrochloride salt. Reaction SMILES: [CH:1]1[N:5]2[C:6]3[C:11]([CH:12]=[CH:13][C:4]2=[N:3][C:2]=1[C:14]([O:16]CC)=[O:15])=[CH:10][CH:9]=[CH:8][CH:7]=3.[OH-].[Na+].Cl>C(O)C.O>[CH:1]1[N:5]2[C:6]3[C:11]([CH:12]=[CH:13][C:4]2=[N:3][C:2]=1[C:14]([OH:16])=[O:15])=[CH:10][CH:9]=[CH:8][CH:7]=3 |f:1.2|. Reported procedure: 0.5 g of ethyl imidazo-[1,2-a]-quinoline-2-carboxylate was dissolved in 50 ml of ethanol and then a solution of 0.12 g of sodium hydroxide in 10 ml of water was added thereto. The mixture was heated on a steam bath for 2 hours and was subsequently acidified to a pH of 2 with concentrated hydrochloric acid. The mixture was evaporated to dryness under reduced pressure and 50 ml of methanol were added to the residue. The solution was filtered to remove inorganic material and the filtrate was evapor... The reactants are CC=1C=C(C=O)C=CC1OC1CN(C1)C(=O)C=1OC(=NN1)C1=CC=CC=C1 (3-Methyl-4-(1-(5-Phenyl-1,3,4-oxadiazole-2-carbonyl)azetidin-3-yloxy)benzaldehyde), FC(C(=O)O)(F)F.C(C)C1(CNC1)O (3-Ethylazetidin-3-ol trifluoroacetate). The product is C(C)C1(CN(C1)CC1=CC(=C(OC2CN(C2)C(=O)C=2OC(=NN2)C2=CC=CC=C2)C=C1)C)O ((3-(4-((3-Ethyl-3-hydroxyazetidin-1-yl)methyl)-2-methylphenoxy)azetidin-1-yl)(5-phenyl-1,3,4-oxadiazol-2-yl)methanone). The yield is 11.0%. RXN SMILES: [CH3:1][C:2]1[CH:3]=[C:4]([CH:7]=[CH:8][C:9]=1[O:10][CH:11]1[CH2:14][N:13]([C:15]([C:17]2[O:18][C:19]([C:22]3[CH:27]=[CH:26][CH:25]=[CH:24][CH:23]=3)=[N:20][N:21]=2)=[O:16])[CH2:12]1)[CH:5]=O.FC(F)(F)C(O)=O.[CH2:35]([C:37]1([OH:41])[CH2:40][NH:39][CH2:38]1)[CH3:36]>>[CH2:35]([C:37]1([OH:41])[CH2:40][N:39]([CH2:5][C:4]2[CH:7]=[CH:8][C:9]([O:10][CH:11]3[CH2:14][N:13]([C:15]([C:17]4[O:18][C:19]([C:22]5[CH:23]=[CH:24][CH:25]=[CH:26][CH:27]=5)=[N:20][N:21]=4)=[O:16])[CH2:12]3)=[C:2]([CH3:1])[CH:3]=2)[CH2:38]1)[CH3:36] |f:1.2|. Reported procedure: Using a similar protocol as described in Example 70 employing 74A and 70A as starting materials afforded 35 mg (11%) of 74 as a solid. 1H NMR (500 MHz, CDCl3): δ 0.95 (t, 3H), 1.78 (q, 2H), 2.24 (s, 3H), 3.01 (d, 2H), 3.31 (d, 2H), 3.57 (s, 2H), 4.35 (m, 1H), 4.68 (m, 1H), 4.75 (m, 1H), 5.07 (m, 1H), 5.12 (m, 1H), 6.45 (d, 1H), 7.06 (d, 1H), 7.11 (s, 1H), 7.52 (t, 2H), 7.60 (t, 1H), 8.16 (d, 1H), MS (APCI+) m/z 449 [M+H]+, LC purity: 97%. Starting materials: C(C)N1N=C(C=C1)CO ((1-ethyl-1H-pyrazol-3-yl)methanol), S(=O)(Cl)Cl (thionyl chloride). Run in C(Cl)Cl (DCM). Conditions: time 3 hour. Yields the product Cl.ClCC1=NN(C=C1)CC (3-(chloromethyl)-1-ethyl-1H-pyrazole hydrochloride). Yield: 91.3%. Reaction SMILES: [CH2:1]([N:3]1[CH:7]=[CH:6][C:5]([CH2:8]O)=[N:4]1)[CH3:2].S(Cl)([Cl:12])=O>C(Cl)Cl>[ClH:12].[Cl:12][CH2:8][C:5]1[CH:6]=[CH:7][N:3]([CH2:1][CH3:2])[N:4]=1 |f:3.4|. Procedure: To (1-ethyl-1H-pyrazol-3-yl)methanol (4.41 g, 34.96 mmol) in DCM (30 mL) at 0° C. was cautiously added thionyl chloride (15.26 mL, 209.7 mmol). The cold bath was removed and the reaction mixture was stirred at ambient temperature for 3 hours. The mixture was concentrated under reduced pressure to give the crude product (5.78 g) which was used directly in the next step. Reactants: CC(=O)O, CC(=O)OC(C)=O, CCOC(=O)c1ccc2c(c1)OCCO2, O=[N+]([O-])O. Yields the product CCOC(=O)c1cc2c(cc1[N+](=O)[O-])OCCO2. As a reaction SMILES: [C:27]([OH:28])(=[O:29])[CH3:30].[CH3:16][C:17]([O:18][C:19]([CH3:20])=[O:21])=[O:22].[O:1]1[c:2]2[c:3]([cH:7][c:8]([C:11](=[O:12])[O:13][CH2:14][CH3:15])[cH:9][cH:10]2)[O:4][CH2:5][CH2:6]1.[OH:23][N+:24]([O-:25])=[O:26]>>[O:1]1[c:2]2[c:3]([cH:7][c:8]([C:11](=[O:12])[O:13][CH2:14][CH3:15])[c:9]([N+:24](=[O:23])[O-:25])[cH:10]2)[O:4][CH2:5][CH2:6]1.